Task: describe an organic reaction: reactants, conditions, products, and yield. Dataset: the Open Reaction Database (ORD), a public repository of structured organic reaction records The reactants are S1C=C(C=C1)SC1=CC=C(N)C=C1 (4-(3-Thienylthio)aniline), Substituted Aniline, Nitroarene, S1C=C(C=C1)SC1=CC=C(C=C1)[N+](=O)[O-] (4-(3-Thienylthio)-1-nitrobenzene), NC1=CC=CC=C1 (aniline). Product: N1=C(C=CC=C1)SC1=CC=C(N)C=C1 (4-(2-Pyridinylthio)aniline). RXN SMILES: S1[CH:5]=[CH:4][C:3]([S:6][C:7]2[CH:13]=[CH:12][C:10]([NH2:11])=[CH:9][CH:8]=2)=C1.S1C=CC(SC2C=C[C:23]([N+:26]([O-])=O)=[CH:22]C=2)=C1.NC1C=CC=CC=1>>[N:26]1[CH:23]=[CH:22][CH:5]=[CH:4][C:3]=1[S:6][C:7]1[CH:8]=[CH:9][C:10]([NH2:11])=[CH:12][CH:13]=1. Procedure: 4-(3-Thienylthio)aniline: 4-(3-Thienylthio)-1-nitrobenzene was reduced to the aniline in a manner analogous to that described in Method B1. A13j. General Method for Substituted Aniline Formation via Nitroarene Formation Through Nucleophilic Aromatic Substitution, Followed by Reduction The reactants are CC(C(=O)OCC)CCCCOC1=NC(=CC(=C1)C1=CC=C(C=C1)[N+](=O)[O-])C1=CC=CC=C1 (ethyl 2-methyl-6-{[4-(4-nitrophenyl)-6-phenyl-2-pyridyl]oxy}hexanoate), stannous chloride. Solvent: C(C)O (ethanol). The product is CC(C(=O)OCC)CCCCOC1=NC(=CC(=C1)C1=CC=C(C=C1)N)C1=CC=CC=C1 (ethyl 2-methyl-6-{[4-(4-aminophenyl)-6-phenyl-2-pyridyl]oxy}hexanoate). RXN SMILES: [CH3:1][CH:2]([CH2:8][CH2:9][CH2:10][CH2:11][O:12][C:13]1[CH:18]=[C:17]([C:19]2[CH:24]=[CH:23][C:22]([N+:25]([O-])=O)=[CH:21][CH:20]=2)[CH:16]=[C:15]([C:28]2[CH:33]=[CH:32][CH:31]=[CH:30][CH:29]=2)[N:14]=1)[C:3]([O:5][CH2:6][CH3:7])=[O:4]>C(O)C>[CH3:1][CH:2]([CH2:8][CH2:9][CH2:10][CH2:11][O:12][C:13]1[CH:18]=[C:17]([C:19]2[CH:24]=[CH:23][C:22]([NH2:25])=[CH:21][CH:20]=2)[CH:16]=[C:15]([C:28]2[CH:33]=[CH:32][CH:31]=[CH:30][CH:29]=2)[N:14]=1)[C:3]([O:5][CH2:6][CH3:7])=[O:4]. Reported procedure: The procedure in Example 12 is followed but using ethyl 2-methyl-6-{[4-(4-nitrophenyl)-6-phenyl-2-pyridyl]oxy}hexanoate (2.5 g), stannous chloride (5.3 g) and ethanol (100 cc). The residue, after extraction and concentration of the organic phases to dryness, is used as it is in the next stage. (yellow oil) Reactants: [Br-], CCOP(=O)(CC1CO1)OCC, C1CCOC1, [Cl-], [Cu]I, Cc1cc([Mg+])ccc1F, [NH4+]. The product is CCOP(=O)(CC(O)Cc1ccc(F)c(C)c1)OCC. Reaction SMILES: [Br-:1].[CH2:11]([CH3:12])[O:13][P:14]([O:15][CH2:16][CH3:17])(=[O:18])[CH2:19][CH:20]1[O:21][CH2:22]1.[CH2:25]1[O:26][CH2:27][CH2:28][CH2:29]1.[Cl-:23].[Cu:30][I:31].[F:2][c:3]1[c:4]([CH3:10])[cH:5][c:6]([Mg+:9])[cH:7][cH:8]1.[NH4+:24]>>[F:2][c:3]1[c:4]([CH3:10])[cH:5][c:6]([CH2:22][CH:20]([CH2:19][P:14]([O:13][CH2:11][CH3:12])([O:15][CH2:16][CH3:17])=[O:18])[OH:21])[cH:7][cH:8]1. Reactants: BrCC1=CC=CC2=C1N=C(O2)C2=C(C=CC(=C2)OC)OCOC (4-bromomethyl-2-(5-methoxy-2-methoxymethoxyphenyl)benzoxazole), COC1=C(C=C(C=C1)OC)C=1OC2=C(N1)C(=CC=C2)C (2-(2,5-dimethoxyphenyl)-4-methylbenzoxazole). Yields the product BrCC1=CC=CC2=C1N=C(O2)C2=C(C=CC(=C2)OC)OC (4-bromomethyl-2-(2,5-dimethoxyphenyl)benzoxazole). As a reaction SMILES: [Br:1][CH2:2][C:3]1[C:8]2[N:9]=[C:10]([C:12]3[CH:17]=[C:16]([O:18][CH3:19])[CH:15]=[CH:14][C:13]=3[O:20][CH2:21]OC)[O:11][C:7]=2[CH:6]=[CH:5][CH:4]=1.COC1C=CC(OC)=CC=1C1OC2C=CC=C(C)C=2N=1>>[Br:1][CH2:2][C:3]1[C:8]2[N:9]=[C:10]([C:12]3[CH:17]=[C:16]([O:18][CH3:19])[CH:15]=[CH:14][C:13]=3[O:20][CH3:21])[O:11][C:7]=2[CH:6]=[CH:5][CH:4]=1. Procedure: 4-bromomethyl-2-(2,5-dimethoxyphenyl)benzoxazole (F14) was prepared in a similar manner for the preparation of 4-bromomethyl-2-(5-methoxy-2-methoxymethoxyphenyl)benzoxazole (F12) by using 2-(2,5-dimethoxyphenyl)-4-methylbenzoxazole (F10) (4.55 g, 16.9 mmol) instead of 2-(5-methoxy-2-methoxymethoxyphenyl)-4-methylbenzoxazole (F8) in 56% (3.30 g): 1H-NMR (500 MHz, CDCl3) δ3.60 (s, 3H), 3.97 (s, 3H), 3.99 (s, 3H), 4.96 (s, 2H), 5.31 (s, 2H), 6.85 (s, 1H), 7.30 (t, 1H, J=8.0 Hz), 7.40 (d, 1H, J=8.0 ... The reactants are Cc1noc(-c2ccc(Br)cc2)c1C(O)CC=Cc1ccccc1, CCOC(=O)C1(c2ccc(B3OC(C)(C)C(C)(C)O3)cc2)CC1. Yields the product CCOC(=O)C1(c2ccc(-c3ccc(-c4onc(C)c4C(O)CC=Cc4ccccc4)cc3)cc2)CC1. As a reaction SMILES: [Br:1][c:2]1[cH:3][cH:4][c:5](-[c:8]2[c:9]([CH:14]([CH2:15][CH:16]=[CH:17][c:18]3[cH:19][cH:20][cH:21][cH:22][cH:23]3)[OH:24])[c:10]([CH3:13])[n:11][o:12]2)[cH:6][cH:7]1.[CH2:25]([CH3:26])[O:27][C:28](=[O:29])[C:30]1([c:33]2[cH:34][cH:35][c:36]([B:39]3[O:40][C:41]([CH3:42])([CH3:43])[C:44]([CH3:45])([CH3:46])[O:47]3)[cH:37][cH:38]2)[CH2:31][CH2:32]1>>[c:2]1(-[c:36]2[cH:35][cH:34][c:33]([C:30]3([C:28]([O:27][CH2:25][CH3:26])=[O:29])[CH2:31][CH2:32]3)[cH:38][cH:37]2)[cH:3][cH:4][c:5](-[c:8]2[c:9]([CH:14]([CH2:15][CH:16]=[CH:17][c:18]3[cH:19][cH:20][cH:21][cH:22][cH:23]3)[OH:24])[c:10]([CH3:13])[n:11][o:12]2)[cH:6][cH:7]1.